Task: describe an organic reaction: reactants, conditions, products, and yield. Dataset: the Open Reaction Database (ORD), a public repository of structured organic reaction records The product is Cc1nc(Oc2ccccc2)c2nc(C)n(CCCCN)c2c1C. As a reaction SMILES: [CH3:1][c:2]1[n:3]([CH2:20][CH2:21][CH2:22][CH2:23][NH:24][C:25](=[O:26])[O:27][C:28]([CH3:29])([CH3:30])[CH3:31])[c:4]2[c:5]([c:6]([O:12][c:13]3[cH:14][cH:15][cH:16][cH:17][cH:18]3)[n:7][c:8]([CH3:11])[c:9]2[CH3:10])[n:19]1.[Cl:41][CH2:42][Cl:43].[Na+:40].[OH-:39].[OH:32][C:33]([C:34]([F:35])([F:36])[F:37])=[O:38]>>[CH3:1][c:2]1[n:3]([CH2:20][CH2:21][CH2:22][CH2:23][NH2:24])[c:4]2[c:5]([c:6]([O:12][c:13]3[cH:14][cH:15][cH:16][cH:17][cH:18]3)[n:7][c:8]([CH3:11])[c:9]2[CH3:10])[n:19]1. Reactants: Cc1nc(Oc2ccccc2)c2nc(C)n(CCCCNC(=O)OC(C)(C)C)c2c1C, ClCCl, [Na+], [OH-], O=C(O)C(F)(F)F. Starting materials: Fc1ccc(N2CCN(CCCc3[nH]nc4c3CN(Cc3ccccc3)CC4)CC2)cc1, CCO. The product is Fc1ccc(N2CCN(CCCc3[nH]nc4c3CNCC4)CC2)cc1. RXN SMILES: [CH2:1]([c:2]1[cH:3][cH:4][cH:5][cH:6][cH:7]1)[N:8]1[CH2:9][c:10]2[c:11]([n:14][nH:15][c:16]2[CH2:17][CH2:18][CH2:19][N:20]2[CH2:21][CH2:22][N:23]([c:26]3[cH:27][cH:28][c:29]([F:32])[cH:30][cH:31]3)[CH2:24][CH2:25]2)[CH2:12][CH2:13]1.[CH3:33][CH2:34][OH:35]>>[NH:8]1[CH2:9][c:10]2[c:11]([n:14][nH:15][c:16]2[CH2:17][CH2:18][CH2:19][N:20]2[CH2:21][CH2:22][N:23]([c:26]3[cH:27][cH:28][c:29]([F:32])[cH:30][cH:31]3)[CH2:24][CH2:25]2)[CH2:12][CH2:13]1. Starting materials: N(=[N+]=[N-])C1C(NC1CC(C(=[N+]=[N-])C(=O)OCC1=CC=CC=C1)=O)=O (3-azido-4-(3-benzyloxycarbonyl-3-diazo-2-oxopropyl)azetidin-2-one). The reagents and catalysts are C(C)(=O)[O-].[Rh+3].C(C)(=O)[O-].C(C)(=O)[O-] (rhodium acetate). The solvent is C1=CC=CC=C1 (benzene). Reaction conditions: temperature 80 celsius. The product is N(=[N+]=[N-])C1C2CC(C(N2C1=O)C(=O)OCC1=CC=CC=C1)=O (benzyl 6-azido-1-azabicyclo[3.2.0]-heptan-3,7-dione-2-carboxylate). RXN SMILES: [N:1]([CH:4]1[CH:7]([CH2:8][C:9](=[O:23])[C:10]([C:13]([O:15][CH2:16][C:17]2[CH:22]=[CH:21][CH:20]=[CH:19][CH:18]=2)=[O:14])=[N+]=[N-])[NH:6][C:5]1=[O:24])=[N+:2]=[N-:3]>C1C=CC=CC=1.C([O-])(=O)C.[Rh+3].C([O-])(=O)C.C([O-])(=O)C>[N:1]([CH:4]1[C:5](=[O:24])[N:6]2[CH:7]1[CH2:8][C:9](=[O:23])[CH:10]2[C:13]([O:15][CH2:16][C:17]1[CH:18]=[CH:19][CH:20]=[CH:21][CH:22]=1)=[O:14])=[N+:2]=[N-:3] |f:2.3.4.5|. Procedure: A suspension of rhodium acetate (2 mg) and 3-azido-4-(3-benzyloxycarbonyl-3-diazo-2-oxopropyl)azetidin-2-one (1 mmol) in anhydrous benzene (20 ml) is deoxygenated by bubbling nitrogen through it for 15 mins. The suspension is then stirred with heating in an oil bath at 80° C. for 30 min. After cooling to room temperature, the mixture is filtered and the filtrate is evaporated under vacuum to provide benzyl 6-azido-1-azabicyclo[3.2.0]-heptan-3,7-dione-2-carboxylate. Starting materials: C1CCOC1, COC(=O)c1cc(C2CCN(C(=O)OCc3ccccc3)CC2)c(F)cc1SC, [Li+], [OH-], O. Product: CSc1cc(F)c(C2CCN(C(=O)OCc3ccccc3)CC2)cc1C(=O)O. As a reaction SMILES: [CH2:33]1[O:34][CH2:35][CH2:36][CH2:37]1.[F:1][c:2]1[c:3]([CH:14]2[CH2:15][CH2:16][N:17]([C:20](=[O:21])[O:22][CH2:23][c:24]3[cH:25][cH:26][cH:27][cH:28][cH:29]3)[CH2:18][CH2:19]2)[cH:4][c:5]([C:10](=[O:11])[O:12][CH3:13])[c:6]([S:8][CH3:9])[cH:7]1.[Li+:32].[OH-:31].[OH2:30]>>[F:1][c:2]1[c:3]([CH:14]2[CH2:15][CH2:16][N:17]([C:20](=[O:21])[O:22][CH2:23][c:24]3[cH:25][cH:26][cH:27][cH:28][cH:29]3)[CH2:18][CH2:19]2)[cH:4][c:5]([C:10](=[O:11])[OH:12])[c:6]([S:8][CH3:9])[cH:7]1.